From a dataset of the Open Reaction Database (ORD), a public repository of structured organic reaction records. describe an organic reaction: reactants, conditions, products, and yield Starting materials: BrCCBr, Oc1ccccc1Cl. The product is Clc1ccccc1OCCBr. Reaction SMILES: [Br:9][CH2:10][CH2:11][Br:12].[OH:1][c:2]1[cH:3][cH:4][cH:5][cH:6][c:7]1[Cl:8]>>[O:1]([c:2]1[cH:3][cH:4][cH:5][cH:6][c:7]1[Cl:8])[CH2:11][CH2:10][Br:9]. The reactants are Cl, CN(C(=O)N(C)C1CCNCC1c1ccc(F)cc1)c1cc(C(F)(F)F)cc(C(F)(F)F)c1, O=C1CC(C(=O)O)CC(=O)N1. Yields the product CN(C(=O)N(C)C1CCN(C(=O)C2CC(=O)NC(=O)C2)CC1c1ccc(F)cc1)c1cc(C(F)(F)F)cc(C(F)(F)F)c1. As a reaction SMILES: [ClH:1].[F:2][C:3]([c:4]1[cH:5][c:6]([N:14]([C:15](=[O:16])[N:17]([CH3:18])[CH:19]2[CH:20]([c:25]3[cH:26][cH:27][c:28]([F:31])[cH:29][cH:30]3)[CH2:21][NH:22][CH2:23][CH2:24]2)[CH3:32])[cH:7][c:8]([C:10]([F:11])([F:12])[F:13])[cH:9]1)([F:33])[F:34].[O:35]=[C:36]1[NH:37][C:38](=[O:45])[CH2:39][CH:40]([C:42](=[O:43])[OH:44])[CH2:41]1>>[F:2][C:3]([c:4]1[cH:5][c:6]([N:14]([C:15](=[O:16])[N:17]([CH3:18])[CH:19]2[CH:20]([c:25]3[cH:26][cH:27][c:28]([F:31])[cH:29][cH:30]3)[CH2:21][N:22]([C:42]([CH:40]3[CH2:39][C:38](=[O:45])[NH:37][C:36](=[O:35])[CH2:41]3)=[O:43])[CH2:23][CH2:24]2)[CH3:32])[cH:7][c:8]([C:10]([F:11])([F:12])[F:13])[cH:9]1)([F:33])[F:34]. The reactants are Cl (hydrochloric acid), FC1=C(C(=C2CCC(OC2=C1F)CCCCC)I)O (7,8-difluoro-5-iodo-2-pentylchroman-6-ol), C(#C)C1CCC(CC1)CCC (1-ethynyl-4-propylcyclohexane), ice water. Reagents/catalysts: Cl[Pd]([P](C1=CC=CC=C1)(C2=CC=CC=C2)C3=CC=CC=C3)([P](C4=CC=CC=C4)(C5=CC=CC=C5)C6=CC=CC=C6)Cl (bis(triphenylphosphine)palladium(II) chloride), [Cu]I (copper(I) iodide). The solvent is C(C)N(CC)CC (triethylamine). Yields the product FC1=C(C(=C2CCC(OC2=C1F)CCCCC)C#CC1CCC(CC1)CCC)O (7,8-difluoro-2-pentyl-5-(4-propylcyclohexylethynyl)chroman-6-ol). As a reaction SMILES: [F:1][C:2]1[C:11]([F:12])=[C:10]2[C:5]([CH2:6][CH2:7][CH:8]([CH2:13][CH2:14][CH2:15][CH2:16][CH3:17])[O:9]2)=[C:4](I)[C:3]=1[OH:19].[C:20]([CH:22]1[CH2:27][CH2:26][CH:25]([CH2:28][CH2:29][CH3:30])[CH2:24][CH2:23]1)#[CH:21].Cl>C(N(CC)CC)C.Cl[Pd](Cl)([P](C1C=CC=CC=1)(C1C=CC=CC=1)C1C=CC=CC=1)[P](C1C=CC=CC=1)(C1C=CC=CC=1)C1C=CC=CC=1.[Cu]I>[F:1][C:2]1[C:11]([F:12])=[C:10]2[C:5]([CH2:6][CH2:7][CH:8]([CH2:13][CH2:14][CH2:15][CH2:16][CH3:17])[O:9]2)=[C:4]([C:21]#[C:20][CH:22]2[CH2:27][CH2:26][CH:25]([CH2:28][CH2:29][CH3:30])[CH2:24][CH2:23]2)[C:3]=1[OH:19] |^1:41,60|. Procedure: 8.0 g (20.9 mmol) of 7,8-difluoro-5-iodo-2-pentylchroman-6-ol are stirred at 50° C. for 19 h together with 4.72 g (31.4 mmol) of 1-ethynyl-4-propylcyclohexane in the presence of 441 mg (0.63 mmol) of bis(triphenylphosphine)palladium(II) chloride and 120 mg (0.63 mmol) of copper(I) iodide in 90 ml of triethylamine. After cooling, the batch is added to ice/water and acidified using hydrochloric acid. The mixture is extracted a number of times with MTBE, and the combined extracts are washed with wa...